Dataset: the Open Reaction Database (ORD), a public repository of structured organic reaction records. Task: describe an organic reaction: reactants, conditions, products, and yield Reactants: [BH4-].[Na+] (sodium borohydride), CC=1C=C(C=C(C1O[Si](C(C)C)(C(C)C)C(C)C)C)C(C(C)N1CCC(CC1)(O)C1=CC=C(C=C1)F)=O (1-(3,5-dimethyl-4-triisopropylsilyloxyphenyl)-2-(4-(4-fluoro-phenyl)-4-hydroxypiperidin-1-yl)-propan-1-one). The solvent is C(C)O (ethanol). Reaction conditions: time 10 minute. Yields the product CC=1C=C(C=C(C1O[Si](C(C)C)(C(C)C)C(C)C)C)[C@H]([C@@H](C)N1CCC(CC1)(O)C1=CC=C(C=C1)F)O ((1R*,2R*)-1-(3,5-dimethyl-4-triisopropylsilyloxyphenyl)-2-(4-(4-fluorophenyl)-4-hydroxypiperdin-1-yl)-propan-1-ol). The yield is 40.3%. Reaction SMILES: [BH4-].[Na+].[CH3:3][C:4]1[CH:5]=[C:6]([C:22](=[O:39])[CH:23]([N:25]2[CH2:30][CH2:29][C:28]([C:32]3[CH:37]=[CH:36][C:35]([F:38])=[CH:34][CH:33]=3)([OH:31])[CH2:27][CH2:26]2)[CH3:24])[CH:7]=[C:8]([CH3:21])[C:9]=1[O:10][Si:11]([CH:18]([CH3:20])[CH3:19])([CH:15]([CH3:17])[CH3:16])[CH:12]([CH3:14])[CH3:13]>C(O)C>[CH3:3][C:4]1[CH:5]=[C:6]([C@@H:22]([OH:39])[C@H:23]([N:25]2[CH2:30][CH2:29][C:28]([C:32]3[CH:37]=[CH:36][C:35]([F:38])=[CH:34][CH:33]=3)([OH:31])[CH2:27][CH2:26]2)[CH3:24])[CH:7]=[C:8]([CH3:21])[C:9]=1[O:10][Si:11]([CH:15]([CH3:16])[CH3:17])([CH:12]([CH3:13])[CH3:14])[CH:18]([CH3:19])[CH3:20] |f:0.1|. Procedure: A mixture of sodium borohydride (0.065 g, 1.72 mmol) and ethanol (5 mL) was stirred 10 min and then 1-(3,5-dimethyl-4-triisopropylsilyloxyphenyl)-2-(4-(4-fluoro-phenyl)-4-hydroxypiperidin-1-yl)-propan-1-one (0.90 g, 1.71 mmol in 25 mL of ethanol) was added. The reaction was stirred at ambient temperature over the weekend. The white solid which precipitated was collected by filtration and dried to yield 0.365 g (40%) of (1R*,2R*)-1-(3,5-dimethyl-4-triisopropylsilyloxyphenyl)-2-(4-(4-fluorophenyl)...